This data is from the Open Reaction Database (ORD), a public repository of structured organic reaction records. The task is: describe an organic reaction: reactants, conditions, products, and yield The reactants are OCC1=CC(=NN1CCNC(OC(C)(C)C)=O)C1=CC=CC=C1 (tert-Butyl 2-(5-(hydroxymethyl)-3-phenyl-1H-pyrazol-1-yl)ethylcarbamate). Run in O1CCCC1 (tetrahydrofuran). Run at time 8 hour. Product: C(=O)C1=CC(=NN1CCNC(OC(C)(C)C)=O)C1=CC=CC=C1 (tert-butyl 2-(5-formyl-3-phenyl-1H-pyrazol-1-yl)ethylcarbamate). The yield is 40.3%. As a reaction SMILES: [OH:1][CH2:2][C:3]1[N:7]([CH2:8][CH2:9][NH:10][C:11](=[O:17])[O:12][C:13]([CH3:16])([CH3:15])[CH3:14])[N:6]=[C:5]([C:18]2[CH:23]=[CH:22][CH:21]=[CH:20][CH:19]=2)[CH:4]=1>O1CCCC1>[CH:2]([C:3]1[N:7]([CH2:8][CH2:9][NH:10][C:11](=[O:17])[O:12][C:13]([CH3:16])([CH3:15])[CH3:14])[N:6]=[C:5]([C:18]2[CH:19]=[CH:20][CH:21]=[CH:22][CH:23]=2)[CH:4]=1)=[O:1]. Reported procedure: The compound prepared in Example 122 (0.25 g) was suspended in tetrahydrofuran (20 mL) manganese (II) oxide (2.05 g) was added and the suspension stirred at room temperature overnight. The reaction mixture was then filtered through a pad of silica and celite (trade mark), eluting with ethyl acetate. The organics were concentrated under reduced pressure to afford the crude material, which was purified by flash column chromatography (eluant: 20% ethyl acetate/hexane) to afford the title compound (... Product: OCC(CC)(CO)N1C(C(=C(C1=O)C)C)=O (N-[1,1-bis(hydroxymethyl)propyl]dimethyl maleimide). Run at temperature 70 celsius. Reported procedure: 2-amino-2-ethyl-1,3-propanediol (I-a) (297.9 grams, 2.50 moles) is charged to a reactor and heated to 70° C. under nitrogen. Then, 315.0 grams (2.50 moles) of 2,3-dimethylmaleic anhydride (DMMA) (II-a) is added portionwise with stirring to the reactor. The material is heated to a sufficient temperature (110°-130° C.) to drive off the water of condensation which is collected in a Dean-Stark trap. Once the theoretical amount of water is collected the product is isolated by vacuum distillation (167... Run in O (water). Reactants: NC(CO)(CO)CC (2-amino-2-ethyl-1,3-propanediol), polyesters, C/C=1/C(=O)OC(\C1\C)=O (2,3-dimethylmaleic anhydride), polyurethanes. Reaction SMILES: [NH2:1][C:2]([CH2:7][CH3:8])([CH2:5][OH:6])[CH2:3][OH:4].[CH3:9][C:10]1[C:11]([O:13][C:14](=O)[C:15]=1[CH3:16])=[O:12]>O>[OH:4][CH2:3][C:2]([N:1]1[C:11](=[O:12])[C:10]([CH3:9])=[C:15]([CH3:16])[C:14]1=[O:13])([CH2:5][OH:6])[CH2:7][CH3:8]. Reaction SMILES: [Cl:1][C:2]1[C:7]([N:8]2[CH2:13][CH2:12][CH:11]3[NH:14][CH2:15][CH2:16][CH:10]3[CH2:9]2)=[CH:6][C:5]([C:17]#[N:18])=[CH:4][C:3]=1[NH:19][C:20]1[N:25]=[C:24]([N:26]([CH:36]2[CH2:38][CH2:37]2)CC2C=CC(OC)=CC=2)[C:23]2=[N:39][CH:40]=[C:41]([C:42]#[N:43])[N:22]2[N:21]=1.[CH3:44][CH:45]1[CH2:47][O:46]1.C1(OC)C=CC=CC=1.C(O)(C(F)(F)F)=O.ClC(Cl)C>C(O)C.C1COCC1>[Cl:1][C:2]1[C:7]([N:8]2[CH2:13][CH2:12][CH:11]3[N:14]([CH2:44][CH:45]([OH:46])[CH3:47])[CH2:15][CH2:16][CH:10]3[CH2:9]2)=[CH:6][C:5]([C:17]#[N:18])=[CH:4][C:3]=1[NH:19][C:20]1[N:25]=[C:24]([NH:26][CH:36]2[CH2:37][CH2:38]2)[C:23]2=[N:39][CH:40]=[C:41]([C:42]#[N:43])[N:22]2[N:21]=1. Yield: 37.5%. Product: ClC1=C(C=C(C=C1N1CC2C(CC1)N(CC2)CC(C)O)C#N)NC2=NN1C(C(=N2)NC2CC2)=NC=C1C#N ((+/−)-2-((2-chloro-5-cyano-3-(1-(2-hydroxypropyl)hexahydro-1H-pyrrolo[3,2-c]pyridin-5(6H)-yl)phenyl)amino)-4-(cyclopropylamino)imidazo[2,1-f][1,2,4]triazine-7-carbonitrile). The reactants are ClC1=C(C=C(C=C1N1CC2C(CC1)NCC2)C#N)NC2=NN1C(C(=N2)N(CC2=CC=C(C=C2)OC)C2CC2)=NC=C1C#N (2-((2-chloro-5-cyano-3-(hexahydro-1H-pyrrolo[3,2-c]pyridin-5(6H)-yl)phenyl)amino)-4-(cyclopropyl(4-methoxybenzyl)amino)imidazo[2,1-f][1,2,4]triazine-7-carbonitrile), CC1OC1 (methyloxirane), C1(=CC=CC=C1)OC (anisole), C(=O)(C(F)(F)F)O (TFA), ClC(C)Cl (dichloroethane). Procedure details: A mixture of 2-((2-chloro-5-cyano-3-(hexahydro-1H-pyrrolo[3,2-c]pyridin-5(6H)-yl)phenyl)amino)-4-(cyclopropyl(4-methoxybenzyl)amino)imidazo[2,1-f][1,2,4]triazine-7-carbonitrile (Example 443F, 29 mg, 0.049 mmol) and 2-(=/−)-methyloxirane (14.15 mg, 0.244 mmol) in ethanol (0.8 mL)/THF (0.2 mL) in a sealed 1-dram vial was heated at 80° C. overnight. A clear solution was observed and LCMS showed completion of reaction. Solvent was evaporated and to the crude intermediate were added anisole (0.027 ml... The solvent is C(C)O (ethanol), C1CCOC1 (THF). Reaction conditions: temperature 35 celsius, time 8 hour. Reactants: 3-L, C([O-])([O-])=O.[K+].[K+] (potassium carbonate), OC=1C=C(C=O)C=CC1 (3-hydroxybenzaldehyde), CN(C=O)C (dimethylformamide), C1(=CC=CC=C1)COCCCCl (3-chloropropyl phenylmethyl ether). The solvent is O (Water), COC(C)(C)C (tert-butyl methyl ether). Product: C1(=CC=CC=C1)COCCCOC=1C=C(C=O)C=CC1 (3-({3-[(Phenylmethyl)oxy]propyl}oxy)benzaldehyde). Reaction SMILES: C(=O)([O-])[O-].[K+].[K+].[OH:7][C:8]1[CH:9]=[C:10]([CH:13]=[CH:14][CH:15]=1)[CH:11]=[O:12].CN(C)C=O.[C:21]1([CH2:27][O:28][CH2:29][CH2:30][CH2:31]Cl)[CH:26]=[CH:25][CH:24]=[CH:23][CH:22]=1>COC(C)(C)C.O>[C:21]1([CH2:27][O:28][CH2:29][CH2:30][CH2:31][O:7][C:8]2[CH:9]=[C:10]([CH:13]=[CH:14][CH:15]=2)[CH:11]=[O:12])[CH:26]=[CH:25][CH:24]=[CH:23][CH:22]=1 |f:0.1.2|. Reported procedure: To a 3-L reaction vessel was charged and stirred potassium carbonate (152 g), 3-hydroxybenzaldehyde (67.6 g), dimethylformamide (DMF, 250 mL) and 3-chloropropyl phenylmethyl ether (96.4 g) at 90° C. for ˜18 h. Water (567 mL) was added followed by tert-butyl methyl ether (907 mL). The bottom aqueous layer was separated and the organic layer washed with 1N sodium hydroxide (2×567 mL) and water (1×567 mL). The organic solution was concentrated to a minimum after which ethanol (200 proof, 907 mL) wa... Starting materials: ClC1=NN=NN1C1=C(C(=CC=C1)Cl)Cl (5-chloro-1-(2,3-dichlorophenyl)-1H-tetrazole), C1(=CC=CC=C1)C1NCCC1 (2-phenylpyrrolidine). The product is ClC1=C(C=CC=C1Cl)N1N=NN=C1N1C(CCC1)C1=CC=CC=C1 (1-(2,3-dichlorophenyl)-5-(2-phenylpyrrolidin-1-yl)-1H-tetrazole). Yield: 20.1%. RXN SMILES: Cl[C:2]1[N:6]([C:7]2[CH:12]=[CH:11][CH:10]=[C:9]([Cl:13])[C:8]=2[Cl:14])[N:5]=[N:4][N:3]=1.[C:15]1([CH:21]2[CH2:25][CH2:24][CH2:23][NH:22]2)[CH:20]=[CH:19][CH:18]=[CH:17][CH:16]=1>>[Cl:14][C:8]1[C:9]([Cl:13])=[CH:10][CH:11]=[CH:12][C:7]=1[N:6]1[C:2]([N:22]2[CH2:23][CH2:24][CH2:25][CH:21]2[C:15]2[CH:20]=[CH:19][CH:18]=[CH:17][CH:16]=2)=[N:3][N:4]=[N:5]1. Procedure: The product of Example 75B (0.1 g) was reacted with 2-phenylpyrrolidine (0.1 g) according to the method of Example 75C to provide 0.029 g of the title compound as a white solid. MS (ESI/NH3) m/z 359 (M+H)+. 1H NMR (DMSO-d6) δ 1.78-1.9 (m, 4H), 3.3-3.6 (m, 2H), 4.8-5.0 (m, 1H) 6.8-6.9 (m, 1H), 7.0-7.2 (m, 5H), 7.59-7.65 (t, 1H), 7.79-7.85 (d, 1H), 7.95-7.99 (d, 1H). Reactants: COC=1C=C(C(=CC1)NC(C)=O)CC (3-methoxy-6-acetylamino-1-ethylbenzene), II (iodine), BrC1=CC=CC=C1 (bromobenzene), C([O-])([O-])=O.[K+].[K+] (potassium carbonate). The reagents and catalysts are [Cu] (copper). Reaction conditions: temperature 200 celsius. Product: COC=1C=CC(=CC1)CCNC1=CC=CC=C1 (3-methoxy-6-anilinoethylbenzene). Isolated yield 66.0%. Reaction SMILES: CO[C:3]1[CH:4]=[C:5](CC)[C:6]([NH:9][C:10](=O)[CH3:11])=[CH:7][CH:8]=1.Br[C:16]1[CH:21]=[CH:20][CH:19]=[CH:18][CH:17]=1.[C:22](=O)([O-])[O-:23].[K+].[K+].II>[Cu]>[CH3:22][O:23][C:16]1[CH:17]=[CH:18][C:19]([CH2:11][CH2:10][NH:9][C:6]2[CH:7]=[CH:8][CH:3]=[CH:4][CH:5]=2)=[CH:20][CH:21]=1 |f:2.3.4|. Procedure details: 19.3 g. of 3-methoxy-6-acetylamino-1-ethylbenzene, 22 g. of bromobenzene, 7.78 g. of potassium carbonate, 0.43 g. of copper powder and 0.01 g. of iodine were refluxed under ordinary pressure for 48 hours on the oil bath. Then excess bromobenzene was recovered by means of steam distillation, and the remaining solid [crude 3-methoxy-6(N-acetylanilino)ethylbenzene] was filtered off, mixed, without purifying, with 140 ml. of a 10 percent aqueous solution of caustic soda and heated in the autoclave t...